This data is from the Open Reaction Database (ORD), a public repository of structured organic reaction records. The task is: describe an organic reaction: reactants, conditions, products, and yield Starting materials: Cl.COC([C@@H](NC([C@H](NC)CC1=CC=CC=C1)=O)CC1=CNC2=CC=CC=C12)=O (N-methyl-(D)-phenylalanyl-(L)-tryptophan methyl ester hydrochloride), CC=1C=CC(=CC1)C(=O)O (p-toluic acid), methyl ester. Product: CC1=CC=C(C(=O)N([C@H](CC2=CC=CC=C2)C(=O)N[C@@H](CC2=CNC3=CC=CC=C23)C(=O)O)C)C=C1 (N-(4-methylbenzoyl)-N-methyl-(D)-phenylalanyl-(L)-tryptophan). Reaction SMILES: Cl.C[O:3][C:4](=[O:29])[C@H:5]([CH2:19][C:20]1[C:28]2[C:23](=[CH:24][CH:25]=[CH:26][CH:27]=2)[NH:22][CH:21]=1)[NH:6][C:7](=[O:18])[C@@H:8]([CH2:11][C:12]1[CH:17]=[CH:16][CH:15]=[CH:14][CH:13]=1)[NH:9][CH3:10].[CH3:30][C:31]1[CH:32]=[CH:33][C:34]([C:37]([OH:39])=O)=[CH:35][CH:36]=1>>[CH3:30][C:31]1[CH:36]=[CH:35][C:34]([C:37]([N:9]([CH3:10])[C@@H:8]([C:7]([NH:6][C@H:5]([C:4]([OH:29])=[O:3])[CH2:19][C:20]2[C:28]3[C:23](=[CH:24][CH:25]=[CH:26][CH:27]=3)[NH:22][CH:21]=2)=[O:18])[CH2:11][C:12]2[CH:13]=[CH:14][CH:15]=[CH:16][CH:17]=2)=[O:39])=[CH:33][CH:32]=1 |f:0.1|. Procedure: Coupling of N-methyl-(D)-phenylalanyl-(L)-tryptophan methyl ester hydrochloride (see example 1) with p-toluic acid according to example 12 followed by hydrolysis of the methyl ester moiety according to example 1 gives N-(4-methylbenzoyl)-N-methyl-(D)-phenylalanyl-(L)-tryptophan; FAB-MS m/e 484 (M+H)+. Reactants: C(#N)C1=C(C(=CC=C1)[N+](=O)[O-])C#N (1,2-dicyano-3-nitrobenzene), C(C)(C)(C)C1C(CCCC1)O (2-tert-butyl-cyclohexanol), C(=O)([O-])[O-].[K+].[K+] (K2CO3). Solvent: CN(C=O)C (dimethylformamide). The product is C(#N)C1C(C=CC=C1)(OC1(CCCCC1)C(C)(C)C)C#N (1,2-dicyano-2-(tert-butylcyclohexyloxy)benzene). The yield is 49.6%. RXN SMILES: [C:1]([C:3]1[CH:8]=[CH:7][CH:6]=[C:5]([N+]([O-])=O)[C:4]=1[C:12]#[N:13])#[N:2].[C:14]([CH:18]1[CH2:23][CH2:22][CH2:21][CH2:20][CH:19]1O)([CH3:17])([CH3:16])[CH3:15].C([O-])([O-])=[O:26].[K+].[K+]>CN(C)C=O>[C:1]([CH:3]1[CH:8]=[CH:7][CH:6]=[CH:5][C:4]1([C:12]#[N:13])[O:26][C:18]1([C:14]([CH3:17])([CH3:16])[CH3:15])[CH2:23][CH2:22][CH2:21][CH2:20][CH2:19]1)#[N:2] |f:2.3.4|. Procedure: 1,2-dicyano-3-nitrobenzene (1.73 g) and 2-tert-butyl-cyclohexanol (4.68 g) were allowed to react with each other at 80° C. for 2 hours in dimethylformamide (DMF, 5 ml) with the addition of K2CO3 (5.0 g). After the completion of the reaction, the reaction product was extracted twice with a mixed solvent of water and ethyl acetate (at a volumetric ratio of 1/1), and the layer extracted with ethyl acetate was dried overnight with the use of MgSO4, followed by removal of ethyl acetate by distillatio... The reactants are CC(C)S(=O)(=O)Nc1ccsc1-c1ccc(-c2ccc(C(=O)O)cc2C#N)cc1, CN, ClCCl, O=S(Cl)Cl. Yields the product CNC(=O)c1ccc(-c2ccc(-c3sccc3NS(=O)(=O)C(C)C)cc2)c(C#N)c1. RXN SMILES: [C:5](#[N:6])[c:7]1[c:8](-[c:16]2[cH:17][cH:18][c:19](-[c:22]3[s:23][cH:24][cH:25][c:26]3[NH:27][S:28](=[O:29])(=[O:30])[CH:31]([CH3:32])[CH3:33])[cH:20][cH:21]2)[cH:9][cH:10][c:11]([C:13](=[O:14])[OH:15])[cH:12]1.[CH3:34][NH2:35].[Cl:36][CH2:37][Cl:38].[S:1]([Cl:2])([Cl:3])=[O:4]>>[C:5](#[N:6])[c:7]1[c:8](-[c:16]2[cH:17][cH:18][c:19](-[c:22]3[s:23][cH:24][cH:25][c:26]3[NH:27][S:28](=[O:29])(=[O:30])[CH:31]([CH3:32])[CH3:33])[cH:20][cH:21]2)[cH:9][cH:10][c:11]([C:13](=[O:15])[NH:35][CH3:34])[cH:12]1.